This data is from the Open Reaction Database (ORD), a public repository of structured organic reaction records. The task is: describe an organic reaction: reactants, conditions, products, and yield The reactants are CCOC(=O)C(F)(F)c1ccc([N+](=O)[O-])cc1, CCOC(C)=O, CCN(C(C)C)C(C)C, ClCCl, O=C(Cl)c1cccc(C(F)(F)F)c1, [H][H], O. Yields the product CCOC(=O)C(F)(F)c1ccc(NC(=O)c2cccc(C(F)(F)F)c2)cc1. As a reaction SMILES: [CH2:1]([CH3:2])[O:3][C:4]([C:5]([c:6]1[cH:7][cH:8][c:9]([N+:12]([O-:13])=[O:14])[cH:10][cH:11]1)([F:15])[F:16])=[O:17].[CH3:42][CH2:43][O:44][C:45]([CH3:46])=[O:47].[CH:33]([N:34]([CH2:35][CH3:36])[CH:37]([CH3:38])[CH3:39])([CH3:40])[CH3:41].[Cl:49][CH2:50][Cl:51].[F:20][C:21]([c:22]1[cH:23][c:24]([C:25](=[O:26])[Cl:27])[cH:28][cH:29][cH:30]1)([F:31])[F:32].[H:18][H:19].[OH2:48]>>[CH2:1]([CH3:2])[O:3][C:4]([C:5]([c:6]1[cH:7][cH:8][c:9]([NH:12][C:25]([c:24]2[cH:23][c:22]([C:21]([F:20])([F:31])[F:32])[cH:30][cH:29][cH:28]2)=[O:26])[cH:10][cH:11]1)([F:15])[F:16])=[O:17].